Dataset: the Open Reaction Database (ORD), a public repository of structured organic reaction records. Task: describe an organic reaction: reactants, conditions, products, and yield The product is CN1C(CC[C@@]2(C3=C(CC[C@@H]12)C=C(C=C3)C3=CC(=C(C=C3)O)OC)C)=O ((+)-(4aR)-(10bR)-4-methyl-8-(4-hydroxy-3-methoxy-phenyl)-10b-methyl-1,2,3,4,4a,5,6,10b-octahydrobenzo[f]quinolin-3-one). Starting materials: CN1C(CC[C@@]2(C3=C(CC[C@@H]12)C=C(C=C3)Br)C)=O ((+)-(4aR)-(10bR)-4-methyl-8-bromo-10b-methyl-1,2,3,4,4a,5,6,10b-octahydrobenzo[f]quinolin-3-one), OC1=C(C=C(C=C1)B(O)O)OC (4-hydroxy-3-methoxyphenylboronic acid), C([O-])([O-])=O.[Na+].[Na+] (sodium carbonate), C1CCOC1 (THF). Solvent: C(Cl)(Cl)Cl (chloroform). Isolated yield 39.8%. The reagents and catalysts are [Pd].C1(=CC=CC=C1)P(C1=CC=CC=C1)C1=CC=CC=C1.C1(=CC=CC=C1)P(C1=CC=CC=C1)C1=CC=CC=C1.C1(=CC=CC=C1)P(C1=CC=CC=C1)C1=CC=CC=C1.C1(=CC=CC=C1)P(C1=CC=CC=C1)C1=CC=CC=C1 (tetrakis (triphenylphosphine) palladium (0)). Reported procedure: A 15 mL round bottom flask was charged with (+)-(4aR)-(10bR)-4-methyl-8-bromo-10b-methyl-1,2,3,4,4a,5,6,10b-octahydrobenzo[f]quinolin-3-one (200 mg, 0.65 mmol), tetrakis (triphenylphosphine) palladium (0) (23 mg, 0.02 mmol), 4-hydroxy-3-methoxyphenylboronic acid (131 mg, 0.78 mmol), 0.65 mL of 2M sodium carbonate solution and 2 mL of THF, fitted with a reflux condenser, and the stirred mixture was heated at 80°, under nitrogen, for 24 h. The mixture was cooled, diluted with chloroform (75 mL) an... As a reaction SMILES: [CH3:1][N:2]1[C@H:11]2[C@@:6]([CH3:17])([C:7]3[CH:15]=[CH:14][C:13](Br)=[CH:12][C:8]=3[CH2:9][CH2:10]2)[CH2:5][CH2:4][C:3]1=[O:18].[OH:19][C:20]1[CH:25]=[CH:24][C:23](B(O)O)=[CH:22][C:21]=1[O:29][CH3:30].C(=O)([O-])[O-].[Na+].[Na+].C1COCC1>C(Cl)(Cl)Cl.[Pd].C1(P(C2C=CC=CC=2)C2C=CC=CC=2)C=CC=CC=1.C1(P(C2C=CC=CC=2)C2C=CC=CC=2)C=CC=CC=1.C1(P(C2C=CC=CC=2)C2C=CC=CC=2)C=CC=CC=1.C1(P(C2C=CC=CC=2)C2C=CC=CC=2)C=CC=CC=1>[CH3:1][N:2]1[C@H:11]2[C@@:6]([CH3:17])([C:7]3[CH:15]=[CH:14][C:13]([C:23]4[CH:24]=[CH:25][C:20]([OH:19])=[C:21]([O:29][CH3:30])[CH:22]=4)=[CH:12][C:8]=3[CH2:9][CH2:10]2)[CH2:5][CH2:4][C:3]1=[O:18] |f:2.3.4,7.8.9.10.11|.